Dataset: the Open Reaction Database (ORD), a public repository of structured organic reaction records. Task: describe an organic reaction: reactants, conditions, products, and yield Reactants: FC(F)(F)c1ccc(Br)cc1, COc1ccc(N2CCN(c3c(C)c(C)c4c(c3C)C(=O)C(C)(C)O4)CC2)cc1, CCCCCC. The product is COc1ccc(N2CCN(c3c(C)c(C)c4c(c3C)C(O)(c3ccc(C(F)(F)F)cc3)C(C)(C)O4)CC2)cc1. RXN SMILES: [Br:1][c:2]1[cH:3][cH:4][c:5]([C:8]([F:9])([F:10])[F:11])[cH:6][cH:7]1.[CH3:12][O:13][c:14]1[cH:15][cH:16][c:17]([N:20]2[CH2:21][CH2:22][N:23]([c:26]3[c:27]([CH3:40])[c:28]([CH3:39])[c:29]4[c:30]([c:37]3[CH3:38])[C:31](=[O:36])[C:32]([CH3:34])([CH3:35])[O:33]4)[CH2:24][CH2:25]2)[cH:18][cH:19]1.[CH3:41][CH2:42][CH2:43][CH2:44][CH2:45][CH3:46]>>[c:2]1([C:31]2([OH:36])[c:30]3[c:29]([c:28]([CH3:39])[c:27]([CH3:40])[c:26]([N:23]4[CH2:22][CH2:21][N:20]([c:17]5[cH:16][cH:15][c:14]([O:13][CH3:12])[cH:19][cH:18]5)[CH2:25][CH2:24]4)[c:37]3[CH3:38])[O:33][C:32]2([CH3:34])[CH3:35])[cH:3][cH:4][c:5]([C:8]([F:9])([F:10])[F:11])[cH:6][cH:7]1. The reactants are N1N=CC(=C1)C1=NC2=CC=CC=C2N=C1 (2-(1H-pyrazol-4-yl)quinoxaline), C([O-])([O-])=O.[Cs+].[Cs+] (cesium carbonate), [I-].[Na+] (sodium iodide), BrCC[C@](C(=O)OCC)(S(=O)(=O)C)C ((R)-ethyl 4-bromo-2-methyl-2-(methylsulfonyl)butanoate). The solvent is C(C)#N (acetonitrile). Conditions: temperature 50 celsius. The product is C[C@](C(=O)OCC)(CCN1N=CC(=C1)C1=NC2=CC=CC=C2N=C1)S(=O)(=O)C (ethyl (2R)-2-methyl-2-(methylsulfonyl)-4-[4-(quinoxalin-2-yl)-1H-pyrazol-1-yl]butanoate). Isolated yield 13.9%. Reaction SMILES: [NH:1]1[CH:5]=[C:4]([C:6]2[CH:15]=[N:14][C:13]3[C:8](=[CH:9][CH:10]=[CH:11][CH:12]=3)[N:7]=2)[CH:3]=[N:2]1.C(=O)([O-])[O-].[Cs+].[Cs+].[I-].[Na+].Br[CH2:25][CH2:26][C@@:27]([CH3:37])([S:33]([CH3:36])(=[O:35])=[O:34])[C:28]([O:30][CH2:31][CH3:32])=[O:29]>C(#N)C>[CH3:37][C@@:27]([S:33]([CH3:36])(=[O:34])=[O:35])([CH2:26][CH2:25][N:1]1[CH:5]=[C:4]([C:6]2[CH:15]=[N:14][C:13]3[C:8](=[CH:9][CH:10]=[CH:11][CH:12]=3)[N:7]=2)[CH:3]=[N:2]1)[C:28]([O:30][CH2:31][CH3:32])=[O:29] |f:1.2.3,4.5|. Reported procedure: To a solution of 2-(1H-pyrazol-4-yl)quinoxaline (0.400 g, 1.39 mmol) in acetonitrile (10 mL) was added cesium carbonate (8.73 g, 2.68 mmol, 2.5 eq), sodium iodide (0.032 g, 0.214 mmol, 0.2 eq) and (R)-ethyl 4-bromo-2-methyl-2-(methylsulfonyl)butanoate (0.400 g 1.39 mmol, 1.3 eq). The reaction mixture was heated at 50° C. overnight. The reaction was filtered over a pad of diatomateous earth. The filtrate was evaporated and the crude was purified by flash chromatography on silica gel eluting with ... Starting materials: CC(C)(C)NS(=O)(=O)c1c(F)cccc1I, OCC(F)F, [H-], [Na+], C1CCOC1, O=C(O)C(F)(F)F. The product is NS(=O)(=O)c1c(F)cccc1I. Reaction SMILES: [C:8]([CH3:9])([CH3:10])([CH3:11])[NH:12][S:13](=[O:14])(=[O:15])[c:16]1[c:17]([F:23])[cH:18][cH:19][cH:20][c:21]1[I:22].[F:3][CH:4]([F:5])[CH2:6][OH:7].[H-:1].[Na+:2].[O:31]1[CH2:32][CH2:33][CH2:34][CH2:35]1.[OH:24][C:25]([C:26]([F:27])([F:28])[F:29])=[O:30]>>[NH2:12][S:13](=[O:14])(=[O:15])[c:16]1[c:17]([F:23])[cH:18][cH:19][cH:20][c:21]1[I:22]. The reactants are C1(=CC=CC=C1)/C=1/C(=O)OC(\C1)=O (α-phenyl-maleic anhydride), C=CC=C (butadiene). Run in C1(=CC=CC=C1)C (toluene). Run at temperature 100 celsius. Yields the product C1(=CC=CC=C1)C12C(CC=CC1)C(=O)OC2=O (1-phenyl-4-cyclohexene-1,2-dicarboxylic acid anhydride). RXN SMILES: [C:1]1([C:7]2[C:8]([O:10][C:11](=[O:13])[CH:12]=2)=[O:9])[CH:6]=[CH:5][CH:4]=[CH:3][CH:2]=1.[CH2:14]=[CH:15][CH:16]=[CH2:17]>C1(C)C=CC=CC=1>[C:1]1([C:7]23[C:8](=[O:9])[O:10][C:11](=[O:13])[CH:12]2[CH2:14][CH:15]=[CH:16][CH2:17]3)[CH:2]=[CH:3][CH:4]=[CH:5][CH:6]=1. Procedure details: A mixture of α-phenyl-maleic anhydride (20 g, 0.115 moles), butadiene (40 g, 0.74 moles) and 200 ml of toluene was heated at 100° C. in a sealed bomb for 15 hrs. The toluene solution was decanted from an insoluble, polymeric material and evaporated in vacuo to yield crude 1-phenyl-4-cyclohexene-1,2-dicarboxylic acid anhydride, bp 155° (0.3 mm). Starting materials: ON1N=NC2=C1N=CC=C2 (1-hydroxy-7-azabenzotriazole), CN1CCOCC1 (N-methylmorpholine), CC(C)N1N=CC2=C1N=C(C=C2C(=O)O)CCC (1-(1-methylethyl)-6-propyl-1H-pyrazolo[3,4-b]pyridine-4-carboxylic acid), NCC=1C(NC(=CC1C)C)=O (3-(aminomethyl)-4,6-dimethyl-2(1H)-pyridinone), C(CCl)Cl (EDC). The solvent is CS(=O)C (DMSO). Yields the product CC1=C(C(NC(=C1)C)=O)CNC(=O)C=1C2=C(N=C(C1)CCC)N(N=C2)C(C)C (N-[(4,6-Dimethyl-2-oxo-1,2-dihydro-3-pyridinyl)methyl]-1-(1-methylethyl)-6-propyl-1H-pyrazolo[3,4-b]pyridine-4-carboxamide), product. The yield is 68.0%. RXN SMILES: [CH3:1][CH:2]([N:4]1[C:8]2[N:9]=[C:10]([CH2:16][CH2:17][CH3:18])[CH:11]=[C:12]([C:13]([OH:15])=O)[C:7]=2[CH:6]=[N:5]1)[CH3:3].[NH2:19][CH2:20][C:21]1[C:22](=[O:29])[NH:23][C:24]([CH3:28])=[CH:25][C:26]=1[CH3:27].CN1CCOCC1.ON1C2N=CC=CC=2N=N1.C(Cl)CCl>CS(C)=O>[CH3:27][C:26]1[CH:25]=[C:24]([CH3:28])[NH:23][C:22](=[O:29])[C:21]=1[CH2:20][NH:19][C:13]([C:12]1[C:7]2[CH:6]=[N:5][N:4]([CH:2]([CH3:1])[CH3:3])[C:8]=2[N:9]=[C:10]([CH2:16][CH2:17][CH3:18])[CH:11]=1)=[O:15]. Procedure details: The title compound was prepared in the same manner as described in example 109 using 1-(1-methylethyl)-6-propyl-1H-pyrazolo[3,4-b]pyridine-4-carboxylic acid (70 mg, 0.283 mmol), DMSO (3 mL), 3-(aminomethyl)-4,6-dimethyl-2(1H)-pyridinone (80 mg, 0.425 mmol), N-methylmorpholine (0.124 mL, 1.132 mmol), 1-hydroxy-7-azabenzotriazole (77 mg, 0.566 mmol), and EDC (109 mg, 0.566 mmol). The collected solid was washed with water and methanol and dried under high vacuum to give 73 mg (68%) of product. LCMS...